From a dataset of the Open Reaction Database (ORD), a public repository of structured organic reaction records. describe an organic reaction: reactants, conditions, products, and yield Reactants: ClC1=NC=CC(=C1)C#CC=1N=C(N(C1)C1=CC(=CC(=C1)F)F)C (2-Chloro-4-[1-(3,5-difluoro-phenyl)-2-methyl-1H-imidazol-4-ylethynyl]-pyridine), IC (Iodomethane), C(C)(C)[N-]C(C)C.[Li+] (Lithiumdiisopropylamide). Run in C1CCOC1 (THF). Run at temperature -75 celsius, time 15 minute. The product is ClC1=NC=CC(=C1)C#CC=1N=C(N(C1)C1=CC(=C(C(=C1)F)C)F)C (2-Chloro-4-[1-(3,5-difluoro-4-methyl-phenyl)-2-methyl-1H-imidazol-4-ylethynyl]-pyridine), solid. Isolated yield 19.0%. Reaction SMILES: [Cl:1][C:2]1[CH:7]=[C:6]([C:8]#[C:9][C:10]2[N:11]=[C:12]([CH3:23])[N:13]([C:15]3[CH:20]=[C:19]([F:21])[CH:18]=[C:17]([F:22])[CH:16]=3)[CH:14]=2)[CH:5]=[CH:4][N:3]=1.[CH:24]([N-]C(C)C)(C)C.[Li+].IC>C1COCC1>[Cl:1][C:2]1[CH:7]=[C:6]([C:8]#[C:9][C:10]2[N:11]=[C:12]([CH3:23])[N:13]([C:15]3[CH:20]=[C:19]([F:21])[C:18]([CH3:24])=[C:17]([F:22])[CH:16]=3)[CH:14]=2)[CH:5]=[CH:4][N:3]=1 |f:1.2|. Procedure details: 2-Chloro-4-[1-(3,5-difluoro-phenyl)-2-methyl-1H-imidazol-4-ylethynyl]-pyridine (200 mg, 0.607 mmol) was dissolved in 10 mL THF and cooled to −75° C. Lithiumdiisopropylamide (0.45 ml, 0.91 mmol) was added and the mixture stirred for 15 min at −75° C. Iodomethane (0.05 ml, 0.85 mmol) was added and stirring was continued at −75° C. for 2 hrs. The reaction mixture was quenched with sat. NaHCO3— solution and extracted with water and ethyl acetate. The combined organic extracts were dried with sodium ... Starting materials: ClC=1C=CC2=C(N=C(O2)C)C1 (5-chloro-2-methylbenzoxazole), [N+](=O)(O)[O-] (nitric acid), O1C=NC2=C1C=CC=C2 (benzoxazole). The solvent is S(O)(O)(=O)=O (sulfuric acid), S(O)(O)(=O)=O (sulfuric acid). Conditions: temperature 20 celsius, time 1 hour. The product is ClC=1C(=CC2=C(N=C(O2)C)C1)[N+](=O)[O-] (5-Chloro-2-Methyl-6-Nitrobenzoxazole). Reaction SMILES: [Cl:1][C:2]1[CH:3]=[CH:4][C:5]2[O:9][C:8]([CH3:10])=[N:7][C:6]=2[CH:11]=1.[N+:12]([O-])([OH:14])=[O:13].O1C2C=CC=CC=2N=C1>S(=O)(=O)(O)O>[Cl:1][C:2]1[C:3]([N+:12]([O-:14])=[O:13])=[CH:4][C:5]2[O:9][C:8]([CH3:10])=[N:7][C:6]=2[CH:11]=1. Reported procedure: Concentrated sulfuric acid (150 mL) was stirred mechanically and cooled in an ice/water bath. To this was gradually added 5-chloro-2-methylbenzoxazole (1), (75 g, 0.45 Moles), at such a rate that the temperature stayed at 30° C., over a 15–20 minute period. A solution of concentrated sulfuric acid (40 mL), and concentrated nitric acid (32 mL), was prepared and added drop by drop to the benzoxazole solution at such a rate that the temperature was maintained at approximately 20° C. When this acid ...